Dataset: the Open Reaction Database (ORD), a public repository of structured organic reaction records. Task: describe an organic reaction: reactants, conditions, products, and yield Reactants: O (water), [H-].[Al+3].[Li+].[H-].[H-].[H-] (lithium aluminium hydride), FC1=C(C(=O)OC)C=CC(=C1)N1N=CC=C1 (methyl 2-fluoro-4-(1H-pyrazol-1-yl)benzoate). Solvent: C1CCOC1 (THF), C1CCOC1 (THF). Conditions: time 1 hour. Yields the product FC1=C(C=CC(=C1)N1N=CC=C1)CO ((2-fluoro-4-(1H-pyrazol-1-yl)phenyl)methanol). The yield is 91.4%. As a reaction SMILES: [H-].[Al+3].[Li+].[H-].[H-].[H-].[F:7][C:8]1[CH:17]=[C:16]([N:18]2[CH:22]=[CH:21][CH:20]=[N:19]2)[CH:15]=[CH:14][C:9]=1[C:10](OC)=[O:11].O>C1COCC1>[F:7][C:8]1[CH:17]=[C:16]([N:18]2[CH:22]=[CH:21][CH:20]=[N:19]2)[CH:15]=[CH:14][C:9]=1[CH2:10][OH:11] |f:0.1.2.3.4.5|. Procedure details: To a solution of lithium aluminium hydride (0.16 g) in THF (5.50 mL) was added a solution of methyl 2-fluoro-4-(1H-pyrazol-1-yl)benzoate (0.89 g) in THF (5.50 mL) under ice-cooling, and the mixture was stirred for 1 hr. To the reaction solution was added water, the insoluble substance was removed by filtration, and the filtrate was concentrated under reduced pressure to give the title compound (0.71 g) as a crude product.